Dataset: the Open Reaction Database (ORD), a public repository of structured organic reaction records. Task: describe an organic reaction: reactants, conditions, products, and yield Starting materials: [Cl-].[Na+].O.O (brine water), ClC=1N=C(C(=NC1C(C)(C)O)C(=O)N)NC=1C=NN(C1)CCO (5-chloro-3-{[1-(2-hydroxyethyl)-1H-pyrazol-4-yl]amino}-6-(2-hydroxypropan-2-yl)pyrazine-2-carboxamide), N[C@H]1CN(CC1)C(=O)OC(C)(C)C (tert-butyl (3R)-3-aminopyrrolidine-1-carboxylate), C(C)(C)N(CC)C(C)C (diisopropylethylamine). Solvent: CN1C(CCC1)=O (N-methylpyrrolidone). Product: C(N)(=O)C=1N=C(C(=NC1NC=1C=NN(C1)CCO)N[C@H]1CN(CC1)C(=O)OC(C)(C)C)C(=C)C (tert-butyl (3R)-3-{[5-carbamoyl-6-{[1-(2-hydroxyethyl)-1H-pyrazol-4-yl]amino}-3-(prop-1-en-2-yl)pyrazin-2-yl]amino}pyrrolidine-1-carboxylate). Reaction SMILES: Cl[C:2]1[N:3]=[C:4]([NH:15][C:16]2[CH:17]=[N:18][N:19]([CH2:21][CH2:22][OH:23])[CH:20]=2)[C:5]([C:12]([NH2:14])=[O:13])=[N:6][C:7]=1[C:8](O)([CH3:10])[CH3:9].[NH2:24][C@@H:25]1[CH2:29][CH2:28][N:27]([C:30]([O:32][C:33]([CH3:36])([CH3:35])[CH3:34])=[O:31])[CH2:26]1.C(N(C(C)C)CC)(C)C.[Cl-].[Na+].O.O>CN1CCCC1=O>[C:12]([C:5]1[N:6]=[C:7]([C:8]([CH3:10])=[CH2:9])[C:2]([NH:24][C@@H:25]2[CH2:29][CH2:28][N:27]([C:30]([O:32][C:33]([CH3:36])([CH3:35])[CH3:34])=[O:31])[CH2:26]2)=[N:3][C:4]=1[NH:15][C:16]1[CH:17]=[N:18][N:19]([CH2:21][CH2:22][OH:23])[CH:20]=1)(=[O:13])[NH2:14] |f:3.4.5.6|. Reported procedure: A mixture of 5-chloro-3-{[1-(2-hydroxyethyl)-1H-pyrazol-4-yl]amino}-6-(2-hydroxypropan-2-yl)pyrazine-2-carboxamide (700 mg), tert-butyl (3R)-3-aminopyrrolidine-1-carboxylate (1.05 mL), diisopropylethylamine (1.06 mL), and N-methylpyrrolidone (2.5 mL) was reacted in a microwave reaction device at 180° C. for 1 hour. To the reactant was added a mixed solution of saturated brine:water (1:1), followed by extraction with ethyl acetate. The organic phase was dried over anhydrous sodium sulfate, and th... Starting materials: ClCCCC(=O)C1=CC(=C(C=C1)C)C (4-chloro-1-(3,4-dimethylphenyl)-1-butanone), CC(C(=O)NC1=NC(=CC=C1)C1CCNCC1)C (2-methyl-N-[6-(4-piperidinyl)-2-pyridinyl]propanamide). Product: CC=1C=C(C=CC1C)C(CCCN1CCC(CC1)C1=CC=CC(=N1)NC(C(C)C)=O)=O (N-(6-{1-[4-(3,4-DIMETHYLPHENYL)-4-OXOBUTYL]-4-PIPERIDINYL}-2-PYRIDINYL)-2-METHYLPROPANAMIDE). RXN SMILES: Cl[CH2:2][CH2:3][CH2:4][C:5]([C:7]1[CH:12]=[CH:11][C:10]([CH3:13])=[C:9]([CH3:14])[CH:8]=1)=[O:6].[CH3:15][CH:16]([CH3:32])[C:17]([NH:19][C:20]1[CH:25]=[CH:24][CH:23]=[C:22]([CH:26]2[CH2:31][CH2:30][NH:29][CH2:28][CH2:27]2)[N:21]=1)=[O:18]>>[CH3:14][C:9]1[CH:8]=[C:7]([C:5](=[O:6])[CH2:4][CH2:3][CH2:2][N:29]2[CH2:30][CH2:31][CH:26]([C:22]3[N:21]=[C:20]([NH:19][C:17](=[O:18])[CH:16]([CH3:15])[CH3:32])[CH:25]=[CH:24][CH:23]=3)[CH2:27][CH2:28]2)[CH:12]=[CH:11][C:10]=1[CH3:13]. Procedure: Prepared by Procedure G and Scheme AI using 4-chloro-1-(3,4-dimethylphenyl)-1-butanone and 2-methyl-N-[6-(4-piperidinyl)-2-pyridinyl]propanamide: ESMS m/e: 422.1 (M+H)+. Reactants: ClC=1N=C(C2=C(N1)SC=N2)N2CCOCC2 (5-Chloro-7-morpholinothiazolo[5,4-d]pyrimidine), ice, C(C)(C)[N-]C(C)C.[Li+] (lithium diisopropylamide), C(Cl)Cl (methylene chloride), CN(C=O)C (dimethylformamide). Solvent: CCCCCCC.O1CCCC1.C(C)C1=CC=CC=C1 (heptane tetrahydrofuran ethylbenzene), O1CCCC1 (tetrahydrofuran). Reaction conditions: temperature -78 celsius, time 30 minute. The product is ClC=1N=C(C2=C(N1)SC(=N2)C=O)N2CCOCC2 (5-chloro-7-morpholinothiazolo[5,4-d]pyrimidine-2-carbaldehyde). As a reaction SMILES: [Cl:1][C:2]1[N:3]=[C:4]([N:11]2[CH2:16][CH2:15][O:14][CH2:13][CH2:12]2)[C:5]2[N:10]=[CH:9][S:8][C:6]=2[N:7]=1.C([N-]C(C)C)(C)C.[Li+].CN(C)[CH:27]=[O:28].C(Cl)Cl>O1CCCC1.CCCCCCC.O1CCCC1.C(C1C=CC=CC=1)C>[Cl:1][C:2]1[N:3]=[C:4]([N:11]2[CH2:12][CH2:13][O:14][CH2:15][CH2:16]2)[C:5]2[N:10]=[C:9]([CH:27]=[O:28])[S:8][C:6]=2[N:7]=1 |f:1.2,6.7.8|. Procedure details: 5-Chloro-7-morpholinothiazolo[5,4-d]pyrimidine was slurried in tetrahydrofuran and cooled to −78° C. under nitrogen. Two equivalents of 2M lithium diisopropylamide in heptane/tetrahydrofuran/ethylbenzene was added slowly and the solution was stirred for 30 minutes. dimethylformamide (6 eq) was added and the solution was stirred at −78° C. for an additional one hour. The solution was warmed to 0° C. and ice cold 0.1N hydrochloric acid was added and the solution was warmed to room temperature befo... Reactants: COC(=O)C(N)CC(C)C, CO, ClC(Cl)Cl, Cl, CC(NC(=O)Cc1cc(F)cc(F)c1)C(=O)O. Product: COC(=O)C(CC(C)C)NC(=O)C(C)NC(=O)Cc1cc(F)cc(F)c1. RXN SMILES: [CH3:19][O:20][C:21]([CH:22]([NH2:23])[CH2:24][CH:25]([CH3:26])[CH3:27])=[O:28].[CH3:33][OH:34].[Cl:29][CH:30]([Cl:31])[Cl:32].[ClH:18].[F:1][c:2]1[cH:3][c:4]([CH2:9][C:10](=[O:11])[NH:12][CH:13]([CH3:14])[C:15](=[O:16])[OH:17])[cH:5][c:6]([F:8])[cH:7]1>>[F:1][c:2]1[cH:3][c:4]([CH2:9][C:10](=[O:11])[NH:12][CH:13]([CH3:14])[C:15](=[O:17])[NH:23][CH:22]([C:21]([O:20][CH3:19])=[O:28])[CH2:24][CH:25]([CH3:26])[CH3:27])[cH:5][c:6]([F:8])[cH:7]1. The reactants are COC=1C=C2C=CC(N(C2=CC1)C)=O (6-Methoxy-1-methyl-1H-quinolin-2-one), [I-].[K+] (potassium iodide), [Cl-].C[S+](=O)(C)C (trimethylsulfoxonium chloride), [H-].[Na+] (sodium hydride). The solvent is CS(=O)C (DMSO). Reaction conditions: time 1 hour. Product: COC1=CC=C2N(C(C3C(C2=C1)C3)=O)C (6-Methoxy-3-methyl-1,1a,3,7b-tetrahydro-3-aza-cyclopropa[a]naphthalen-2-one). Isolated yield 71.6%. RXN SMILES: [I-].[K+].[Cl-].[CH3:4][S+](C)(C)=O.[H-].[Na+].[CH3:11][O:12][C:13]1[CH:14]=[C:15]2[C:20](=[CH:21][CH:22]=1)[N:19]([CH3:23])[C:18](=[O:24])[CH:17]=[CH:16]2>CS(C)=O>[CH3:11][O:12][C:13]1[CH:14]=[C:15]2[C:20]([N:19]([CH3:23])[C:18](=[O:24])[CH:17]3[CH2:4][CH:16]32)=[CH:21][CH:22]=1 |f:0.1,2.3,4.5|. Procedure: A suspension of 7.0 gm (42.0 mmol) potassium iodide and 4.89 gm (38.0 mmol) trimethylsulfoxonium chloride in 30 ml of DMSO under nitrogen was treated portionwise with 1.69 gm (42.0 mmol) of 60% sodium hydride in mineral oil. The mixture was stirred for one hour and then treated with 2.0 gm (11.0 mmol) 6-Methoxy-1-methyl-1H-quinolin-2-one followed by stirring for 0.5 hours at ambient temperature and 4 days at 90° C. The reaction mixture was allowed to cool to ambient temperature before quenching ... The reactants are COc1ccccc1Oc1c(NS(=O)(=O)c2ccc(C)cn2)nc(-c2ccnc(C#N)c2)nc1OC, CCO, [Na+], [OH-]. Yields the product COc1ccccc1Oc1c(NS(=O)(=O)c2ccc(C)cn2)nc(-c2ccnc(C(N)=O)c2)nc1OC. RXN SMILES: [C:1](#[N:2])[c:3]1[n:4][cH:5][cH:6][c:7](-[c:9]2[n:10][c:11]([O:35][CH3:36])[c:12]([O:26][c:27]3[c:28]([O:33][CH3:34])[cH:29][cH:30][cH:31][cH:32]3)[c:13]([NH:15][S:16](=[O:17])(=[O:18])[c:19]3[n:20][cH:21][c:22]([CH3:25])[cH:23][cH:24]3)[n:14]2)[cH:8]1.[CH3:39][CH2:40][OH:41].[Na+:38].[OH-:37]>>[C:1]([NH2:2])([c:3]1[n:4][cH:5][cH:6][c:7](-[c:9]2[n:10][c:11]([O:35][CH3:36])[c:12]([O:26][c:27]3[c:28]([O:33][CH3:34])[cH:29][cH:30][cH:31][cH:32]3)[c:13]([NH:15][S:16](=[O:17])(=[O:18])[c:19]3[n:20][cH:21][c:22]([CH3:25])[cH:23][cH:24]3)[n:14]2)[cH:8]1)=[O:37]. Starting materials: CCCCCC(=CCCCCCCCN(C)C)CCCCC, CCO. The product is CCCCCC(CCCCC)CCCCCCCCN(C)C. Reaction SMILES: [CH3:1][N:2]([CH2:3][CH2:4][CH2:5][CH2:6][CH2:7][CH2:8][CH2:9][CH:10]=[C:11]([CH2:12][CH2:13][CH2:14][CH2:15][CH3:16])[CH2:17][CH2:18][CH2:19][CH2:20][CH3:21])[CH3:22].[CH3:23][CH2:24][OH:25]>>[CH3:1][N:2]([CH2:3][CH2:4][CH2:5][CH2:6][CH2:7][CH2:8][CH2:9][CH2:10][CH:11]([CH2:12][CH2:13][CH2:14][CH2:15][CH3:16])[CH2:17][CH2:18][CH2:19][CH2:20][CH3:21])[CH3:22].